This data is from the Open Reaction Database (ORD), a public repository of structured organic reaction records. The task is: describe an organic reaction: reactants, conditions, products, and yield Reactants: Brc1cccc(Sc2nc[nH]n2)n1, O=C([O-])[O-], CN(C)C(=O)Cl, CN(C)C=O, [K+], [K+]. The product is CN(C)C(=O)n1cnc(Sc2cccc(Br)n2)n1. Reaction SMILES: [Br:1][c:2]1[cH:3][cH:4][cH:5][c:6]([S:8][c:9]2[n:10][nH:11][cH:12][n:13]2)[n:7]1.[C:20](=[O:21])([O-:22])[O-:23].[CH3:14][N:15]([C:16](=[O:17])[Cl:18])[CH3:19].[CH3:26][N:27]([CH3:28])[CH:29]=[O:30].[K+:24].[K+:25]>>[Br:1][c:2]1[cH:3][cH:4][cH:5][c:6]([S:8][c:9]2[n:10][n:11]([C:16]([N:15]([CH3:14])[CH3:19])=[O:17])[cH:12][n:13]2)[n:7]1. Reactants: Cl[C@@]1(CS[C@H]2N([C@H]1C(=O)OCC1=CC=C(C=C1)[N+](=O)[O-])C([C@H]2NC(COC2=CC=CC=C2)=O)=O)C (p-nitrobenzyl 3β-chloro-3α-methyl-7β-phenoxyacetamidocepham-4α-carboxylate), O.C1(=CC=C(C=C1)S(=O)(=O)O)C (toluene-p-sulfonic acid monohydrate). Solvent: CO (methanol). The product is C1(=CC=C(C=C1)S(=O)(=O)O)C.N[C@H]1[C@@H]2N([C@H]([C@](CS2)(C)Cl)C(=O)OCC2=CC=C(C=C2)[N+](=O)[O-])C1=O (p-nitrobenzyl 7β-amino-3β-chloro-3α-methylcepham-4α-carboxylate p-toluenesulfonic acid salt). As a reaction SMILES: [Cl:1][C@@:2]1([CH3:35])[C@H:7]([C:8]([O:10][CH2:11][C:12]2[CH:17]=[CH:16][C:15]([N+:18]([O-:20])=[O:19])=[CH:14][CH:13]=2)=[O:9])[N:6]2[C:21](=[O:34])[C@@H:22]([NH:23]C(=O)COC3C=CC=CC=3)[C@H:5]2[S:4][CH2:3]1.O.[C:37]1([CH3:47])[CH:42]=[CH:41][C:40]([S:43]([OH:46])(=[O:45])=[O:44])=[CH:39][CH:38]=1>CO>[C:37]1([CH3:47])[CH:38]=[CH:39][C:40]([S:43]([OH:46])(=[O:44])=[O:45])=[CH:41][CH:42]=1.[NH2:23][C@@H:22]1[C:21](=[O:34])[N:6]2[C@@H:7]([C:8]([O:10][CH2:11][C:12]3[CH:13]=[CH:14][C:15]([N+:18]([O-:20])=[O:19])=[CH:16][CH:17]=3)=[O:9])[C@@:2]([Cl:1])([CH3:35])[CH2:3][S:4][C@H:5]12 |f:1.2,4.5|. Procedure: A solution of p-nitrobenzyl 3β-chloro-3α-methyl-7β-phenoxyacetamidocepham-4α-carboxylate (100 mg) and toluene-p-sulfonic acid monohydrate (75 mg) in methanol (20 ml) is refluxed for 6 hours. The reaction mixture is concentrated to 5 ml, and diluted with ether. The separated crystals are collected by filtration, washed with methanol and ether, and dried to give p-nitrobenzyl 7β-amino-3β-chloro-3α-methylcepham-4α-carboxylate p-toluenesulfonic acid salt. (78 mg). Starting materials: ClC1=C(C=CC=C1)C#CC1=CC=CC=C1 (1-chloro-2-phenylethynyl-benzene), C1(=CC=CC=C1)NN (phenylhydrazine), C(=O)([O-])[O-].[Cs+].[Cs+] (Cs2CO3). The reagents and catalysts are Cl[Pd]Cl (PdCl2). Run in CN(C)C=O (DMF). Run at temperature 130 celsius. The product is C(C1=CC=CC=C1)C=1N(N=C2C=CC=CC12)C1=CC=CC=C1 (3-benzyl-2-phenyl-2H-indazole). Isolated yield 80.9%. Reaction SMILES: C([O-])([O-])=O.[Cs+].[Cs+].Cl[C:8]1[CH:13]=[CH:12][CH:11]=[CH:10][C:9]=1[C:14]#[C:15][C:16]1[CH:21]=[CH:20][CH:19]=[CH:18][CH:17]=1.[C:22]1([NH:28][NH2:29])[CH:27]=[CH:26][CH:25]=[CH:24][CH:23]=1>Cl[Pd]Cl.CN(C=O)C>[CH2:15]([C:14]1[N:28]([C:22]2[CH:27]=[CH:26][CH:25]=[CH:24][CH:23]=2)[N:29]=[C:8]2[C:9]=1[CH:10]=[CH:11][CH:12]=[CH:13]2)[C:16]1[CH:17]=[CH:18][CH:19]=[CH:20][CH:21]=1 |f:0.1.2|. Procedure: Following the general procedure outlined above, a reaction tube was charged with 4.4 mg PdCl2 (5 mol %), 14.5 mg tBu3PHBF4 (10 mol %), 228.1 mg Cs2CO3 (1.4 equiv.) and 2.5 mL DMF. After stirring for 30 min at RT under a flow of argon, 1-chloro-2-phenylethynyl-benzene (106.3 mg, 1.0 equiv.) and phenylhydrazine (75.7 mg, 1.4 equiv.) were added and the reaction was heated to 130° C. for 3 hours. After cooling to RT, the reaction mixture was quenched with brine (30 mL) and extracted with EtOAc (2×30... The reactants are ClC1=CC=C(C=C1)C=1C2=C(C3=C(CN1)ON=C3C)N=C(C=C2)OC (5-(4-chlorophenyl)-2-methoxy-10-methyl-7H-isoxazolo[5,4-c]pyrido[2,3-e]azepine). Solvent: CC(=O)O (AcOH). Run at temperature 100 celsius. Product: ClC1=CC=C(C=C1)C=1C2=C(C3=C(CN1)ON=C3C)NC(C=C2)=O (5-(4-Chlorophenyl)-10-methyl-1H-isoxazolo[5,4-c]pyrido[2,3-e]azepin-2(7H)-one). Yield: 39.7%. Reaction SMILES: [Cl:1][C:2]1[CH:7]=[CH:6][C:5]([C:8]2[C:9]3[CH:22]=[CH:21][C:20]([O:23]C)=[N:19][C:10]=3[C:11]3[C:17]([CH3:18])=[N:16][O:15][C:12]=3[CH2:13][N:14]=2)=[CH:4][CH:3]=1>CC(O)=O>[Cl:1][C:2]1[CH:7]=[CH:6][C:5]([C:8]2[C:9]3[CH:22]=[CH:21][C:20](=[O:23])[NH:19][C:10]=3[C:11]3[C:17]([CH3:18])=[N:16][O:15][C:12]=3[CH2:13][N:14]=2)=[CH:4][CH:3]=1. Procedure details: To a solution of 5-(4-chlorophenyl)-2-methoxy-10-methyl-7H-isoxazolo[5,4-c]pyrido[2,3-e]azepine (0.050 g, 0.147 mmol) in AcOH (1 mL) was added concentrated 48% hydrobromic acid (1 mL) at room temperature. The reaction was heated to 100° C. for 2 h before it was diluted with water, and the desired product was extracted with a mixture CH2Cl2/trifluoroethanol (19:1) (repeated 4 times). The organic layers were combined, dried over Na2SO4 and concentrated to dryness. The residue was purified by flash... Reaction SMILES: O.O.O.O.O.O.[NH:7]1[CH2:12][CH2:11][NH:10][CH2:9][CH2:8]1.Br.[O:14]1[CH:18]=[CH:17][CH:16]=[C:15]1[CH:19]=[CH:20][C:21](Cl)=[O:22].Cl>O1CCCC1.C(O)C>[O:14]1[CH:18]=[CH:17][CH:16]=[C:15]1[CH:19]=[CH:20][C:21]([N:7]1[CH2:12][CH2:11][NH:10][CH2:9][CH2:8]1)=[O:22] |f:0.1.2.3.4.5.6|. Starting materials: O.O.O.O.O.O.N1CCNCC1 (piperazine hexahydrate), Cl (hydrochloric acid), Br (hydrobromic acid), O1C(=CC=C1)C=CC(=O)Cl (3-(Furan-2-yl)-acryloylchloride). Yields the product O1C(=CC=C1)C=CC(=O)N1CCNCC1 (3-(Furan-2-yl)-acryloylpiperazine). Yield: 56.0%. Conditions: time 2 hour. Reported procedure: To a homogeneous solution of 15.6 g. (80 mM) of piperazine hexahydrate and 13.8 g. (80 mM) of 47% hydrobromic acid in 40 ml. of ethanol there were added dropwise at room temperature another solution of 6.3 g. (40 mM) of 3-(Furan-2-yl)-acryloylchloride in 10 ml. of tetrahydrofuran. After stirring for two hours at room temperature, the resulting solution was heated at 80° for two hours. Then the solution was cooled with ice and the forming crystals of piperazine hydrobromide were filtered off. The... The solvent is O1CCCC1 (tetrahydrofuran), C(C)O (ethanol). Starting materials: C1(=CC=CC=C1)CC#N (Phenylacetonitrile), P(O)(O)O (phosphorous acid). Run in C(C)O (ethanol). Run at temperature 150 celsius. Yields the product NC(CC1=CC=CC=C1)(P(=O)(O)O)P(=O)(O)O (1-amino-1,1-diphosphono-2-phenyl ethane). Yield: 40.0%. As a reaction SMILES: [C:1]1([CH2:7][C:8]#[N:9])[CH:6]=[CH:5][CH:4]=[CH:3][CH:2]=1.[P:10]([OH:13])([OH:12])[OH:11]>C(O)C>[NH2:9][C:8]([P:10]([OH:13])([OH:12])=[O:11])([P:10]([OH:13])([OH:12])=[O:11])[CH2:7][C:1]1[CH:6]=[CH:5][CH:4]=[CH:3][CH:2]=1. Procedure details: Phenylacetonitrile (5.6 g, 0.05 mole) was mixed with phosphorous acid (8.2 g, 1.0 mole), ISOPAR-M (20 g), and wetting agents (0.25 g each). The mixture was heated at ambient pressure for 4 hours at 150° C. The product was worked up with ethanol to get colorless crystals of 1-amino-1,1-diphosphono-2-phenyl ethane (40%), m.p. 238° C (decomposition). Reactants: C(=O)(OCC1=CC=CC=C1)N[C@@H](C(C)C)C(=O)O (N-CBz-L-valine), C1CCC(CC1)N=C=NC2CCCCC2 (DCC), C(CO)O (ethyleneglycol). Reagents/catalysts: CN(C)C=1C=CN=CC1 (DMAP). Solvent: C(Cl)Cl (CH2Cl2), C(Cl)Cl (CH2Cl2). Conditions: time 1 hour. The product is C(=O)(OCC1=CC=CC=C1)N[C@@H](C(C)C)C(=O)OCCO (2-(N-CBz-L-valyloxy)-ethanol). Isolated yield 81.3%. Reaction SMILES: C1CCC(N=C=NC2CCCCC2)CC1.[CH2:16]([OH:19])[CH2:17][OH:18].[C:20]([NH:30][C@H:31]([C:35](O)=[O:36])[CH:32]([CH3:34])[CH3:33])([O:22][CH2:23][C:24]1[CH:29]=[CH:28][CH:27]=[CH:26][CH:25]=1)=[O:21]>CN(C1C=CN=CC=1)C.C(Cl)Cl>[C:20]([NH:30][C@H:31]([C:35]([O:18][CH2:17][CH2:16][OH:19])=[O:36])[CH:32]([CH3:34])[CH3:33])([O:22][CH2:23][C:24]1[CH:29]=[CH:28][CH:27]=[CH:26][CH:25]=1)=[O:21]. Procedure: To a mixture of DCC (11.4 g, 55 mmol), DMAP (0.611 g, 5 mmol) and ethyleneglycol (55.8 mL, 1 mol) in CH2Cl2 (300 mL) at 0° C., was added dropwise a solution of N-CBz-L-valine (12.6 g, 50 mmol) in CH2Cl2 (100 mL). After 1 h at 0° C., the temperature of the reaction mixture was allowed to assume room temperature and then the mixture was stirred for 5 h at room temperature. The mixture was filtered through a glass filter and the solvent was removed under reduced pressure. The crude product was colu... Starting materials: C(C=1C(O)=CC=CC1)(=O)O (salicylic acid), S(=O)(Cl)Cl (thionyl chloride), [Cl-].[Al+3].[Cl-].[Cl-] (aluminum chloride). Reaction conditions: temperature 42.5 celsius. Product: C(C=1C(O)=CC=CC1)(Cl)Cl (Salicylyl Chloride). Reaction SMILES: [C:1](O)(=O)[C:2]1[C:3](=[CH:5][CH:6]=[CH:7][CH:8]=1)[OH:4].S(Cl)(Cl)=O.[Cl-:15].[Al+3].[Cl-:17].[Cl-]>>[CH:1]([Cl:17])([Cl:15])[C:2]1[C:3](=[CH:5][CH:6]=[CH:7][CH:8]=1)[OH:4] |f:2.3.4.5|. Procedure: A mixture of 10 grams salicylic acid, 7 ml of thionyl chloride, and 0.02 gram of aluminum chloride was heated at 40 to 45°C. for 11/2 hours. The excess thionyl chloride was removed in vacuum and the salicylyl chloride reaction product can be used without further purification. Reactants: CSC=1N=C2C(N1)=CC=CC=C2 (2-methylthiocycloheptimidazole), C1(=CC=CC=C1)OC (anisole), FC(S(=O)(=O)OC)(F)F (methyl trifluoromethanesulfonate). Run in C(C)(=O)OCC (ethyl acetate). The product is FC(S(=O)(=O)[O-])(F)F.CN1C([NH+]=C2C1=CC=CC=C2)SC (3-Methyl-2-methylthiocycloheptimidazolium trifluoromethanesulfonate). Yield: 82.0%. As a reaction SMILES: [CH3:1][S:2][C:3]1[N:4]=[C:5]2[CH:12]=[CH:11][CH:10]=[CH:9][CH:8]=[C:6]2[N:7]=1.[C:13]1(OC)C=CC=CC=1.[F:21][C:22]([F:29])([F:28])[S:23]([O:26]C)(=[O:25])=[O:24]>C(OCC)(=O)C>[F:21][C:22]([F:29])([F:28])[S:23]([O-:26])(=[O:25])=[O:24].[CH3:13][N:7]1[C:6]2=[CH:8][CH:9]=[CH:10][CH:11]=[CH:12][C:5]2=[NH+:4][CH:3]1[S:2][CH3:1] |f:4.5|. Procedure: 25 g of 2-methylthiocycloheptimidazole was added to 100 ml of anisole and stirred under cooling with ice. Next, 28 g of methyl trifluoromethanesulfonate was dropwise added and stirred under cooling with ice. Further, everything was stirred for 2 hours and 30 minutes at room temperature, and then, 200 ml of ethyl acetate was added, and the crystals precipitated were separated by filtration and dried. 39.7 g of a colorless crystals was obtained. The reactants are C1(CC1)C1=NC=2C(=NC(=CC2C)C)N1CC1=CC=C(S1)C1(CC=CC1)C(=O)O (1-[5-(2-cyclopropyl-5,7-dimethylimidazo[4,5-b]pyridin-3-ylmethyl)thiophen-2-yl]cyclopent-3-ene carboxylic acid), FC(S(=O)(=O)N)(F)F (trifiuoromethanesulfonamide). Yields the product FC(S(=O)(=O)N)(F)F.C1(CC1)C1=NC=2C(=NC(=CC2C)C)N1CC1=CC=C(S1)C1(C=C=CC1)C(=O)O (1-[5-(2-cyclopropyl-5,7-dimethylimidazo[4,5-b]pyridin-3-ylmethyl)thiophen-2-yl]cyclopenten-3-ene carboxylic acid trifluoromethanesulfonamide). As a reaction SMILES: [CH:1]1([C:4]2[N:14]([CH2:15][C:16]3[S:20][C:19]([C:21]4([C:26]([OH:28])=[O:27])[CH2:25][CH:24]=[CH:23][CH2:22]4)=[CH:18][CH:17]=3)[C:7]3=[N:8][C:9]([CH3:13])=[CH:10][C:11]([CH3:12])=[C:6]3[N:5]=2)[CH2:3][CH2:2]1.[F:29][C:30]([F:36])([F:35])[S:31]([NH2:34])(=[O:33])=[O:32]>>[F:29][C:30]([F:36])([F:35])[S:31]([NH2:34])(=[O:33])=[O:32].[CH:1]1([C:4]2[N:14]([CH2:15][C:16]3[S:20][C:19]([C:21]4([C:26]([OH:28])=[O:27])[CH2:25][CH:24]=[C:23]=[CH:22]4)=[CH:18][CH:17]=3)[C:7]3=[N:8][C:9]([CH3:13])=[CH:10][C:11]([CH3:12])=[C:6]3[N:5]=2)[CH2:2][CH2:3]1 |f:2.3|. Reported procedure: The title compound was prepared from the product of Example 3, by the method of Example 25, except that trifiuoromethanesulfonamide was used in place of benzenesulfonamide.